Dataset: the Open Reaction Database (ORD), a public repository of structured organic reaction records. Task: describe an organic reaction: reactants, conditions, products, and yield Starting materials: C1(=CC=CC=C1)P(C1=CC=CC=C1)C1=CC=CC=C1 (triphenylphosphine), C(C)(C)(C)C#C (tert-butylacetylene), ClC1=NC(=CC=C1C#N)C(C)(C)C (2-chloro-3-cyano-6-tert-butylpyridine). The reagents and catalysts are C(C)(=O)[O-].[Pd+2].C(C)(=O)[O-] (palladium(II) acetate), [Cu]I (copper(I) iodide). The solvent is CN(C)C=O (DMF), C(C)N(CC)CC (triethylamine). Conditions: temperature 65 celsius, time 4 hour. The product is C(C)(C)(C)C1=NC(=C(C#N)C=C1)C#CC(C)(C)C (6-tert-Butyl-2-(3,3-dimethylbut-1-ynyl)nicotinonitrile). As a reaction SMILES: C1(P(C2C=CC=CC=2)C2C=CC=CC=2)C=CC=CC=1.[C:20]([C:24]#[CH:25])([CH3:23])([CH3:22])[CH3:21].Cl[C:27]1[C:32]([C:33]#[N:34])=[CH:31][CH:30]=[C:29]([C:35]([CH3:38])([CH3:37])[CH3:36])[N:28]=1>CN(C=O)C.C(N(CC)CC)C.C([O-])(=O)C.[Pd+2].C([O-])(=O)C.[Cu]I>[C:35]([C:29]1[CH:30]=[CH:31][C:32]([C:33]#[N:34])=[C:27]([C:25]#[C:24][C:20]([CH3:23])([CH3:22])[CH3:21])[N:28]=1)([CH3:38])([CH3:37])[CH3:36] |f:5.6.7|. Reported procedure: 15.7 g (60 mmol) of triphenylphosphine, 6.7 g (30 mmol) of palladium(II) acetate, 5.7 g (30 mmol) of copper(I) iodide and 155.6 g (1.9 mmol) of tert-butylacetylene are added consecutively to a solution of 194.7 g (1 mol) of 2-chloro-3-cyano-6-tert-butylpyridine, S28, in a mixture of 1800 ml of DMF and 1000 ml of triethylamine, and the mixture is stirred at 65° C. for 4 h. After cooling, the precipitated triethylammonium hydrochloride is filtered off with suction, rinsed with 300 ml of DMF. The f... The reactants are Br[Au](Br)Br, C#CC(C)(C)C, COC(=O)CC1CCCNC1c1ccc(C(F)(F)F)cc1, O=CCCC(F)(F)F, O. The product is COC(=O)CC1CCCN(C(C#CC(C)(C)C)CCC(F)(F)F)C1c1ccc(C(F)(F)F)cc1. As a reaction SMILES: [Br:37][Au:38]([Br:39])[Br:40].[CH3:30][C:31]([C:32]#[CH:33])([CH3:34])[CH3:35].[F:1][C:2]([c:3]1[cH:4][cH:5][c:6]([CH:9]2[NH:10][CH2:11][CH2:12][CH2:13][CH:14]2[CH2:15][C:16](=[O:17])[O:18][CH3:19])[cH:7][cH:8]1)([F:20])[F:21].[F:22][C:23]([CH2:24][CH2:25][CH:26]=[O:27])([F:28])[F:29].[OH2:36]>>[F:1][C:2]([c:3]1[cH:4][cH:5][c:6]([CH:9]2[N:10]([CH:26]([CH2:25][CH2:24][C:23]([F:22])([F:28])[F:29])[C:33]#[C:32][C:31]([CH3:30])([CH3:34])[CH3:35])[CH2:11][CH2:12][CH2:13][CH:14]2[CH2:15][C:16](=[O:17])[O:18][CH3:19])[cH:7][cH:8]1)([F:20])[F:21]. The reactants are O=S(Cl)Cl, O=C(O)c1ccccc1Cc1ccccc1. Product: O=C(Cl)c1ccccc1Cc1ccccc1. Reaction SMILES: [S:17]([Cl:18])([Cl:19])=[O:20].[c:1]1([CH2:7][c:8]2[c:9]([C:10](=[O:11])[OH:12])[cH:13][cH:14][cH:15][cH:16]2)[cH:2][cH:3][cH:4][cH:5][cH:6]1>>[c:1]1([CH2:7][c:8]2[c:9]([C:10](=[O:11])[Cl:19])[cH:13][cH:14][cH:15][cH:16]2)[cH:2][cH:3][cH:4][cH:5][cH:6]1. Starting materials: ClCCC(C)(O)C1=C(C=CC=C1)C1=CC=CC=C1 (1-chloro-3-p-biphenylyl-3-butanol), C(C)(=O)[O-].[K+] (potassium acetate). Run in CN(C)C=O (DMF). Conditions: time 3 hour. The product is C(C)(=O)OCCC(C)(O)C1=C(C=CC=C1)C1=CC=CC=C1 (1-acetoxy-3-p-biphenylyl-3-butanol). Reaction SMILES: Cl[CH2:2][CH2:3][C:4]([C:7]1[CH:12]=[CH:11][CH:10]=[CH:9][C:8]=1[C:13]1[CH:18]=[CH:17][CH:16]=[CH:15][CH:14]=1)([OH:6])[CH3:5].[C:19]([O-:22])(=[O:21])[CH3:20].[K+]>CN(C=O)C>[C:19]([O:22][CH2:2][CH2:3][C:4]([C:7]1[CH:12]=[CH:11][CH:10]=[CH:9][C:8]=1[C:13]1[CH:18]=[CH:17][CH:16]=[CH:15][CH:14]=1)([OH:6])[CH3:5])(=[O:21])[CH3:20] |f:1.2|. Procedure: 2.6 g. of 1-chloro-3-p-biphenylyl-3-butanol (obtainable from p-biphenylylmagnesium bromide and 1-chloro-3-buranone) are dissolved in 20 ml. of DMF, 3 g. of anhydrous potassium acetate are added and the mixture is stirred for 3 hours at 60°. After standard working up, 1-acetoxy-3-p-biphenylyl-3-butanol is obtained.